From a dataset of the Open Reaction Database (ORD), a public repository of structured organic reaction records. describe an organic reaction: reactants, conditions, products, and yield Starting materials: CC(C)=CC1C(C(=O)Cl)C1(C)C, Cc1c(F)c(F)c(CO)c(F)c1F, C1CCOC1, c1ccncc1. Product: CC(C)=CC1C(C(=O)OCc2c(F)c(F)c(C)c(F)c2F)C1(C)C. RXN SMILES: [CH3:20][C:21]1([CH3:31])[CH:22]([C:28](=[O:29])[Cl:30])[CH:23]1[CH:24]=[C:25]([CH3:26])[CH3:27].[F:1][c:2]1[c:3]([CH2:12][OH:13])[c:4]([F:11])[c:5]([F:10])[c:6]([CH3:9])[c:7]1[F:8].[O:32]1[CH2:33][CH2:34][CH2:35][CH2:36]1.[cH:14]1[cH:15][cH:16][n:17][cH:18][cH:19]1>>[F:1][c:2]1[c:3]([CH2:12][O:13][C:28]([CH:22]2[C:21]([CH3:20])([CH3:31])[CH:23]2[CH:24]=[C:25]([CH3:26])[CH3:27])=[O:29])[c:4]([F:11])[c:5]([F:10])[c:6]([CH3:9])[c:7]1[F:8]. The solvent is C1(=CC=CC=C1)C (toluene). Run at time 96 hour. Starting materials: C(CCC)C1=NC2=C(C(NC=C2)=O)N1CC1=CC=C(C=C1)C1=C(C=CC=C1)C#N (2-butyl-3-(2'-cyano-biphenyl-4-ylmethyl)-4,5-dihydro-4-oxo-3H-imidazo[4,5-c]-pyridine), C[Sn](C)(C)N=[N+]=[N-] (trimethyltin azide). Procedure: A mixture of 800 mg of 2-butyl-3-(2'-cyano-biphenyl-4-ylmethyl)-4,5-dihydro-4-oxo-3H-imidazo[4,5-c]-pyridine, 515 mg of trimethyltin azide and 20 ml of toluene is boiled for 96 hours and evaporated. Chromatography of the residue (silica gel; methylene chloride/-methanol 9:1, then 85:15 and 80:20) yields 2-butyl-4,5-dihydro-4-oxo-3-[2'-(tetrazol-5-yl)biphenyl-4-ylmethyl]-3H-imidazo[4,5-c]pyridine , m.p.167°. The corresponding K salt is prepared therefrom in conventional manner. As a reaction SMILES: [CH2:1]([C:5]1[N:14]([CH2:15][C:16]2[CH:21]=[CH:20][C:19]([C:22]3[CH:27]=[CH:26][CH:25]=[CH:24][C:23]=3[C:28]#[N:29])=[CH:18][CH:17]=2)[C:8]2[C:9](=[O:13])[NH:10][CH:11]=[CH:12][C:7]=2[N:6]=1)[CH2:2][CH2:3][CH3:4].C[Sn]([N:34]=[N+:35]=[N-:36])(C)C>C1(C)C=CC=CC=1>[CH2:1]([C:5]1[N:14]([CH2:15][C:16]2[CH:17]=[CH:18][C:19]([C:22]3[CH:27]=[CH:26][CH:25]=[CH:24][C:23]=3[C:28]3[NH:36][N:35]=[N:34][N:29]=3)=[CH:20][CH:21]=2)[C:8]2[C:9](=[O:13])[NH:10][CH:11]=[CH:12][C:7]=2[N:6]=1)[CH2:2][CH2:3][CH3:4]. Yields the product C(CCC)C1=NC2=C(C(NC=C2)=O)N1CC1=CC=C(C=C1)C1=C(C=CC=C1)C1=NN=NN1 (2-butyl-4,5-dihydro-4-oxo-3-[2'-(tetrazol-5-yl)biphenyl-4-ylmethyl]-3H-imidazo[4,5-c]pyridine). Starting materials: Cl (HCl), [OH-].[Na+] (NaOH), CC1=C(COC=2C=C(C(=O)NC3=CC=C(C=N3)C(=O)OC)C=C(C2)OCC2=NOC(=C2)C)C=CC=C1 (Methyl 6-{[3-(2-methylbenzyloxy)-5-(5-methylisoxazol-3-ylmethoxy)benzoyl]amino}-3-pyridinecarboxylate). Solvent: O (water), C1CCOC1 (THF), O (Water). Conditions: time 16 hour. Yields the product CC1=C(COC=2C=C(C(=O)NC3=CC=C(C=N3)C(=O)O)C=C(C2)OCC2=NOC(=C2)C)C=CC=C1 (6-{[3-(2-Methylbenzyloxy)-5-(5-methylisoxazol-3-ylmethoxy)benzoyl]amino}-3-pyridinecarboxylic Acid). Yield: 70.4%. Reaction SMILES: [CH3:1][C:2]1[CH:36]=[CH:35][CH:34]=[CH:33][C:3]=1[CH2:4][O:5][C:6]1[CH:7]=[C:8]([CH:22]=[C:23]([O:25][CH2:26][C:27]2[CH:31]=[C:30]([CH3:32])[O:29][N:28]=2)[CH:24]=1)[C:9]([NH:11][C:12]1[N:17]=[CH:16][C:15]([C:18]([O:20]C)=[O:19])=[CH:14][CH:13]=1)=[O:10].[OH-].[Na+].Cl>C1COCC1.O>[CH3:1][C:2]1[CH:36]=[CH:35][CH:34]=[CH:33][C:3]=1[CH2:4][O:5][C:6]1[CH:7]=[C:8]([CH:22]=[C:23]([O:25][CH2:26][C:27]2[CH:31]=[C:30]([CH3:32])[O:29][N:28]=2)[CH:24]=1)[C:9]([NH:11][C:12]1[N:17]=[CH:16][C:15]([C:18]([OH:20])=[O:19])=[CH:14][CH:13]=1)=[O:10] |f:1.2|. Procedure details: Methyl 6-{[3-(2-methylbenzyloxy)-5-(5-methylisoxazol-3-ylmethoxy)benzoyl]amino}-3-pyridinecarboxylate (98 mg, 0.201 mM) was dissolved in THF (4 ml) and a solution of NaOH (24 mg, 0.603 mM) in water (0.24 ml) was added. Water (4 ml) was added to the reaction mixture until it became monophasic. The reaction was stirred for 16 hours at ambient temperature and was then acidified to pH=1 with 1N aqueous HCl. The white solid which precipitated from the mixture was isolated by filtration and was dried ... The reactants are C(=C\CCC)/C(CO)CO (2-(trans-1-pentenyl)-1,3-propanediol), C(CCC)OC1=CC=C(C=O)C=C1 (p-butoxybenzaldehyde), C1(=CC=CC=C1)C (toluene). The reagents and catalysts are C(C)N(CC)CC (triethylamine), S(O)(O)(=O)=O (sulphuric acid). Run in O (water). The product is C(CCC)OC1=CC=C(C=C1)[C@@H]1OC[C@H](CO1)\C=C\CCC (trans-2-(p-butoxyphenyl)-5-(trans-1-pentenyl)-m-dioxane). The yield is 23.2%. As a reaction SMILES: [CH:1](/[CH:6]([CH2:9][OH:10])[CH2:7][OH:8])=[CH:2]\[CH2:3][CH2:4][CH3:5].[CH2:11]([O:15][C:16]1[CH:23]=[CH:22][C:19]([CH:20]=O)=[CH:18][CH:17]=1)[CH2:12][CH2:13][CH3:14].C1(C)C=CC=CC=1>S(=O)(=O)(O)O.C(N(CC)CC)C.O>[CH2:11]([O:15][C:16]1[CH:17]=[CH:18][C:19]([C@H:20]2[O:10][CH2:9][C@H:6](/[CH:1]=[CH:2]/[CH2:3][CH2:4][CH3:5])[CH2:7][O:8]2)=[CH:22][CH:23]=1)[CH2:12][CH2:13][CH3:14]. Procedure: A mixture of 1.00 g of 2-(trans-1-pentenyl)-1,3-propanediol, 1.11 g of p-butoxybenzaldehyde, 3 drops of 2N sulphuric acid and 40 ml of toluene was heated to reflux for 2 hours with separation of water. The mixture was subsequently treated with 7 drops of triethylamine, left to cool, washed with 5 ml of saturated sodium hydrogen carbonate solution and three times with 10 ml of water each time, dried over sodium carbonate, filtered and concentrated. The semi-crystalline residue (1.86 g) was chroma... The reactants are CCO, Cl, N=C(O)c1ccc(F)cc1, N. Product: Cl, N=C(N)c1ccc(F)cc1. As a reaction SMILES: [CH3:13][CH2:14][OH:15].[ClH:2].[F:3][c:4]1[cH:5][cH:6][c:7]([C:8]([OH:9])=[NH:10])[cH:11][cH:12]1.[NH3:1]>>[ClH:2].[NH2:1][C:8]([c:7]1[cH:6][cH:5][c:4]([F:3])[cH:12][cH:11]1)=[NH:10].